From a dataset of the Open Reaction Database (ORD), a public repository of structured organic reaction records. describe an organic reaction: reactants, conditions, products, and yield Reactants: C1CCOC1, CCOC(C)=O, CC(=O)O, CC(C)(C)OC(=O)NC(CCO[Si](C)(C)C(C)(C)C)C(=O)OC1CCCC1, O. Product: CC(C)(C)OC(=O)NC(CCO)C(=O)OC1CCCC1. As a reaction SMILES: [CH2:38]1[O:39][CH2:40][CH2:41][CH2:42]1.[CH3:28][CH2:29][O:30][C:31](=[O:32])[CH3:33].[CH3:34][C:35](=[O:36])[OH:37].[CH:1]1([O:6][C:7]([CH:8]([CH2:9][CH2:10][O:11][Si:12]([C:13]([CH3:14])([CH3:15])[CH3:16])([CH3:17])[CH3:18])[NH:19][C:20](=[O:21])[O:22][C:23]([CH3:24])([CH3:25])[CH3:26])=[O:27])[CH2:2][CH2:3][CH2:4][CH2:5]1.[OH2:43]>>[CH:1]1([O:6][C:7]([CH:8]([CH2:9][CH2:10][OH:11])[NH:19][C:20](=[O:21])[O:22][C:23]([CH3:24])([CH3:25])[CH3:26])=[O:27])[CH2:2][CH2:3][CH2:4][CH2:5]1. The reactants are C(C)(C)C=1C=C(N)C=CC1O (3-isopropyl-4-hydroxyaniline), OC=1C=C2C(C(NC2=CC1C(C)C)=O)=O (5-hydroxy-6-isopropyl-1H-indole-2,3-dione), C1=CC(=CC=C1NN)S(=O)(=O)N.Cl (4-sulfonamidophenylhydrazine hydrochloride). Product: OC=1C=C2C(C(NC2=CC1C(C)C)=O)=O (5-Hydroxy-6-isopropyl-1H-indole-2,3-dione), OC=1C=C2C(C(N(C2=CC1)C(C)C)=O)=NNC1=CC=C(C=C1)S(=O)(=O)N (4-[N′-(5-Hydroxy-isopropyl-2-oxo-1,2-dihydro-indol-3-ylidene)-hydrazino]-benzenesulfonamide). RXN SMILES: [CH:1](C1C=C(C=CC=1O)N)([CH3:3])[CH3:2].[OH:12][C:13]1[CH:14]=[C:15]2[C:19](=[CH:20][C:21]=1[CH:22]([CH3:24])[CH3:23])[NH:18][C:17](=[O:25])[C:16]2=[O:26].[CH:27]1[C:32]([NH:33][NH2:34])=[CH:31][CH:30]=[C:29]([S:35]([NH2:38])(=[O:37])=[O:36])[CH:28]=1.Cl>>[OH:12][C:13]1[CH:14]=[C:15]2[C:19](=[CH:20][C:21]=1[CH:22]([CH3:24])[CH3:23])[NH:18][C:17](=[O:25])[C:16]2=[O:26].[OH:12][C:13]1[CH:14]=[C:15]2[C:19](=[CH:20][CH:21]=1)[N:18]([CH:1]([CH3:3])[CH3:2])[C:17](=[O:25])[C:16]2=[N:34][NH:33][C:32]1[CH:27]=[CH:28][C:29]([S:35]([NH2:38])(=[O:36])=[O:37])=[CH:30][CH:31]=1 |f:2.3|. Procedure: 5-Hydroxy-6-isopropyl-1H-indole-2,3-dione was prepared from 3-isopropyl-4-hydroxyaniline according to Procedure A: 1H NMR (DMSO-d6): δ 1.12 (d, J=6.8 Hz, 6H), 3.21 (septet, J=6.9 Hz, 1H), 6.62 (s, 1H), 6.82 (s, 1H), 9.51 (s, 1H), 10.61 (s, 1H); ESI−MS m/z 204 (M−H)−. The title compound was prepared from 5-hydroxy-6-isopropyl-1H-indole-2,3-dione and 4-sulfonamidophenylhydrazine hydrochloride according to Procedure G: mp>250° C.; 1H NMR (DMSO-d6): δ 1.12 (d, J=7.0 Hz, 6H), 3.21 (septet, J=6.8 Hz, ... The reactants are CC(C)(C)[Si](OC[C@H](CO)N1C2=C(NCC1=O)C=CC(=N2)OC)(C)C (4-[(1S)-2-{[(1,1-dimethylethyl)(dimethyl)silyl]oxy}-1-(hydroxymethyl)ethyl]-6-(methyloxy)-1,4-dihydropyrido[2,3-b]pyrazin-3(2H)-one). Reagents/catalysts: O=[Mn]=O (MnO2). Run in C(Cl)Cl (DCM). Product: CC(C)(C)[Si](OC[C@H](CO)N1C2=C(N=CC1=O)C=CC(=N2)OC)(C)C (4-[(1S)-2-{[(1,1-dimethylethyl)(dimethyl)silyl]oxy}-1-(hydroxymethyl)ethyl]-6-(methyloxy)pyrido[2,3-b]pyrazin-3(4H)-one). Yield: 92.2%. As a reaction SMILES: [CH3:1][C:2]([Si:5]([CH3:25])([CH3:24])[O:6][CH2:7][C@@H:8]([N:11]1[C:16](=[O:17])[CH2:15][NH:14][C:13]2[CH:18]=[CH:19][C:20]([O:22][CH3:23])=[N:21][C:12]1=2)[CH2:9][OH:10])([CH3:4])[CH3:3]>C(Cl)Cl.O=[Mn]=O>[CH3:4][C:2]([Si:5]([CH3:24])([CH3:25])[O:6][CH2:7][C@@H:8]([N:11]1[C:16](=[O:17])[CH:15]=[N:14][C:13]2[CH:18]=[CH:19][C:20]([O:22][CH3:23])=[N:21][C:12]1=2)[CH2:9][OH:10])([CH3:1])[CH3:3]. Reported procedure: A solution of 4-[(1S)-2-{[(1,1-dimethylethyl)(dimethyl)silyl]oxy}-1-(hydroxymethyl)ethyl]-6-(methyloxy)-1,4-dihydropyrido[2,3-b]pyrazin-3(2H)-one (494.1 g, 1.34 mol) and MnO2 (584.4 g, 6.72 mol) in DCM (18 L) was stirred at room temperature for 1 h. The mixture was filtered through celite and the filtrate was evaporated to give a purple/white solid. The crude was purified by column chromatography and mixtures of heptane and EtOAc as eluent to give of 451.6 g (66%) of 4-[(1S)-2-{[(1,1-dimethyleth... The reactants are C1=CC=[NH+]C=C1.C1=CC=[NH+]C=C1.[O-][Cr](=O)(=O)O[Cr](=O)(=O)[O-] (PDC), C(C1=CC=CC=C1)O[C@@H]1[C@H](O[C@@H]([C@H]([C@@H]1OCC1=CC=CC=C1)OCC1=CC=CC=C1)COCC1=CC=CC=C1)OCCCCCCCCCCO (10-(2,3,4,6-tetra-O-benzyl-α-D-mannopyranosyloxy)-n-decanol), [Cr](=O)(=O)([O-])O[Cr](=O)(=O)[O-].[NH+]1=CC=CC=C1.[NH+]1=CC=CC=C1 (pyridinium dichromate), C(Cl)Cl (methylene chloride), C(C1=CC=CC=C1)O[C@@H]1[C@H](O[C@@H]([C@H]([C@@H]1OCC1=CC=CC=C1)OCC1=CC=CC=C1)COCC1=CC=CC=C1)OCCCCCCCCCCO (10-(2,3,4,6-tetra-O-benzyl-α-D-mannopyranosyloxy)-n-decanol), S(O)(O)(=O)=O (sulfuric acid). The solvent is C(C)O (ethanol). Conditions: time 15 hour. Product: C(C1=CC=CC=C1)O[C@@H]1[C@H](O[C@@H]([C@H]([C@@H]1OCC1=CC=CC=C1)OCC1=CC=CC=C1)COCC1=CC=CC=C1)OCCCCCCCCCC=O (10-(2,3,4,6-tetra-O-benzyl-α-D-mannopyranosyloxy)-n-decanal). Isolated yield 77.0%. RXN SMILES: C1C=C[NH+]=CC=1.C1C=C[NH+]=CC=1.[O-][Cr](O[Cr]([O-])(=O)=O)(=O)=O.[CH2:22]([O:29][C@H:30]1[C@@H:35]([O:36][CH2:37][C:38]2[CH:43]=[CH:42][CH:41]=[CH:40][CH:39]=2)[C@H:34]([O:44][CH2:45][C:46]2[CH:51]=[CH:50][CH:49]=[CH:48][CH:47]=2)[C@@H:33]([CH2:52][O:53][CH2:54][C:55]2[CH:60]=[CH:59][CH:58]=[CH:57][CH:56]=2)[O:32][C@@H:31]1[O:61][CH2:62][CH2:63][CH2:64][CH2:65][CH2:66][CH2:67][CH2:68][CH2:69][CH2:70][CH2:71][OH:72])[C:23]1[CH:28]=[CH:27][CH:26]=[CH:25][CH:24]=1.C(Cl)Cl.S(=O)(=O)(O)O>C(O)C>[CH2:22]([O:29][C@H:30]1[C@@H:35]([O:36][CH2:37][C:38]2[CH:43]=[CH:42][CH:41]=[CH:40][CH:39]=2)[C@H:34]([O:44][CH2:45][C:46]2[CH:47]=[CH:48][CH:49]=[CH:50][CH:51]=2)[C@@H:33]([CH2:52][O:53][CH2:54][C:55]2[CH:60]=[CH:59][CH:58]=[CH:57][CH:56]=2)[O:32][C@@H:31]1[O:61][CH2:62][CH2:63][CH2:64][CH2:65][CH2:66][CH2:67][CH2:68][CH2:69][CH2:70][CH:71]=[O:72])[C:23]1[CH:28]=[CH:27][CH:26]=[CH:25][CH:24]=1 |f:0.1.2|. Procedure details: PDC oxidation of 10-(2,3,4,6-tetra-O-benzyl-α-D-mannopyranosyloxy)-n-decanol. Under an atmosphere of nitrogen, pyridinium dichromate (400 mg, 1.036 mmol) was added to a dry methylene chloride solution (10 mL) of 10-(2,3,4,6-tetra-O-benzyl-α-D-mannopyranosyloxy)-n-decanol (450 mg, 0.646 mmol). The resulting brown slurry was stirred at room temperature under nitrogen. TLC analysis (visualization by UV and char with 10% sulfuric acid in ethanol) of the reaction mixture indicated complete consumptio... Starting materials: COC(=O)c1cc(F)c(F)c(F)c1F, O, O=S(=O)(O)O. The product is O=C(O)c1cc(F)c(F)c(F)c1F. RXN SMILES: [CH3:1][O:2][C:3]([c:4]1[c:5]([F:13])[c:6]([F:12])[c:7]([F:11])[c:8]([F:10])[cH:9]1)=[O:14].[OH2:20].[S:15](=[O:16])(=[O:17])([OH:18])[OH:19]>>[O:2]=[C:3]([c:4]1[c:5]([F:13])[c:6]([F:12])[c:7]([F:11])[c:8]([F:10])[cH:9]1)[OH:14]. Starting materials: Cl.N1(N=CN=C1)CC(=O)O (2-(1H-1,2,4-triazol-1-yl)acetic acid hydrochloride), FC1=CC=C(OC2=CC=C(C=C2)NC(=O)[C@H]2NC[C@@H](C2)CC2=CC=C(C=C2)C)C=C1 ((2S,4R)—N-(4-(4-fluorophenoxy)phenyl)-4-(4-methylbenzyl)pyrrolidine-2-carboxamide). Product: Compound 4, N1(N=CN=C1)CC(=O)C1[C@@H](C[C@H](N1)C(=O)NC1=CC=C(C=C1)OC1=CC=C(C=C1)F)CC1=CC=C(C=C1)C ((2S,4R)-5-(2-(1H-1,2,4-triazol-1-yl)acetyl)-N-(4-(4-fluorophenoxy)phenyl)-4-(4-methylbenzyl)pyrrolidine-2-carboxamide). As a reaction SMILES: Cl.[N:2]1([CH2:7][C:8]([OH:10])=O)[CH:6]=[N:5][CH:4]=[N:3]1.[F:11][C:12]1[CH:40]=[CH:39][C:15]([O:16][C:17]2[CH:22]=[CH:21][C:20]([NH:23][C:24]([C@@H:26]3[CH2:30][C@@H:29]([CH2:31][C:32]4[CH:37]=[CH:36][C:35]([CH3:38])=[CH:34][CH:33]=4)[CH2:28][NH:27]3)=[O:25])=[CH:19][CH:18]=2)=[CH:14][CH:13]=1>>[N:2]1([CH2:7][C:8]([CH:28]2[NH:27][C@H:26]([C:24]([NH:23][C:20]3[CH:19]=[CH:18][C:17]([O:16][C:15]4[CH:39]=[CH:40][C:12]([F:11])=[CH:13][CH:14]=4)=[CH:22][CH:21]=3)=[O:25])[CH2:30][C@H:29]2[CH2:31][C:32]2[CH:33]=[CH:34][C:35]([CH3:38])=[CH:36][CH:37]=2)=[O:10])[CH:6]=[N:5][CH:4]=[N:3]1 |f:0.1|. Procedure details: Proceeding as in Example 1, but substituting 2-(1H-1,2,4-triazol-1-yl)acetic acid hydrochloride and (2S,4R)—N-(4-(4-fluorophenoxy)phenyl)-4-(4-methylbenzyl)pyrrolidine-2-carboxamide, gave Compound 4, (2S,4R)-5-(2-(1H-1,2,4-triazol-1-yl)acetyl)-N-(4-(4-fluorophenoxy)phenyl)-4-(4-methylbenzyl)pyrrolidine-2-carboxamide. 1H-NMR (400 MHz, CDCl3): σ 9.02 (br s, 1H), 8.23 (s, 1H), 7.98 (s, 1H), 7.40 (m, 2H), 7.12 (d, 2H), 7.08 (d, 2H), 7.03-6.98 (m, 2H), 6.94-6.87 (m, 4H), 4.98 (dd, 2H), 4.78 (d, 1H), ... The reactants are BrC=1C=C(C(=NC1)OC)F (5-bromo-3-fluoro-2-methoxypyridine), C1(CCCC1)C=O (cyclopentanecarbaldehyde), [Cl-].[NH4+] (ammonium chloride), CCN(C(C)C)C(C)C (DIEA), CCCCCC.C(CCC)[Li] (n-butyllithium hexane). Yield: 29.1%. Conditions: temperature -78 celsius, time 30 minute. Solvent: C1CCOC1 (THF), C1CCOC1 (THF). As a reaction SMILES: CCN(C(C)C)C(C)C.CCCCCC.C([Li])CCC.[Br:21][C:22]1[CH:23]=[C:24]([F:30])[C:25]([O:28][CH3:29])=[N:26][CH:27]=1.[CH:31]1([CH:36]=[O:37])[CH2:35][CH2:34][CH2:33][CH2:32]1.[Cl-].[NH4+]>C1COCC1>[Br:21][C:22]1[C:23]([CH:36]([CH:31]2[CH2:35][CH2:34][CH2:33][CH2:32]2)[OH:37])=[C:24]([F:30])[C:25]([O:28][CH3:29])=[N:26][CH:27]=1 |f:1.2,5.6|. Yields the product BrC=1C(=C(C(=NC1)OC)F)C(O)C1CCCC1 ((5-bromo-3-fluoro-2-methoxypyridin-4-yl) (cyclopentyl)methanol). Reported procedure: To a solution of DIEA (0.827 mL) in THF (90 mL) was added 1.6 M n-butyllithium hexane solution (3.64 mL) at −78° C., and the mixture was stirred under argon atmosphere at −78° C. for 30 min. To the reaction mixture was added a solution of 5-bromo-3-fluoro-2-methoxypyridine (1.00 g) in THF (30 mL) at −78° C., and the mixture was stirred under argon atmosphere at −78° C. for 1 hr. To the reaction mixture was added cyclopentanecarbaldehyde (0.572 g) at −78° C., and the mixture was stirred under arg... Reactants: O1COC2=C1C=CC(=C2)NC(=C(C#N)S(=O)(=O)C)SC (3-(benzo[1,3]dioxol-5-ylamino)-2-methanesulfonyl-3-methylsulfanyl-2-propenenitrile), CC(CC)(C)N (1,1-dimethylpropylamine). The solvent is C(C)#N (acetonitrile). Product: O1COC2=C1C=CC(=C2)NC(=C(C#N)S(=O)(=O)C)NC(CC)(C)C (3-(Benzo[1,3]dioxol-5-ylamino)-3-(1,1-dimethylpropylamino)-2-methanesulfonyl-2-propenenitrile). Reaction SMILES: [O:1]1[C:5]2[CH:6]=[CH:7][C:8]([NH:10][C:11](SC)=[C:12]([S:15]([CH3:18])(=[O:17])=[O:16])[C:13]#[N:14])=[CH:9][C:4]=2[O:3][CH2:2]1.[CH3:21][C:22]([NH2:26])([CH3:25])[CH2:23][CH3:24]>C(#N)C>[O:1]1[C:5]2[CH:6]=[CH:7][C:8]([NH:10][C:11]([NH:26][C:22]([CH3:25])([CH3:21])[CH2:23][CH3:24])=[C:12]([S:15]([CH3:18])(=[O:17])=[O:16])[C:13]#[N:14])=[CH:9][C:4]=2[O:3][CH2:2]1. Procedure: A mixture of 3-(benzo[1,3]dioxol-5-ylamino)-2-methanesulfonyl-3-methylsulfanyl-2-propenenitrile(0.800 g, 2.5 mmol) and 1,1-dimethylpropylamine (2.92 ml) in 10 ml of acetonitrile was stirred and refluxed for one week under nitrogen. The reaction mixture was concentrated and the residue dissolved in dichloromethane, washed twice with 1N aqueous HCl, once with brine, and trice with water. The organic phase was dried (sodium sulphate) and evaporated to afford the title compound as white crystals. Mp... Starting materials: CO, Fc1ccc2cc[nH]c2c1, [K+], O=C1CCNCC1, [OH-], O. Product: Fc1ccc2c(C3=CCNCC3)c[nH]c2c1. RXN SMILES: [CH3:21][OH:22].[F:3][c:4]1[cH:5][cH:6][c:7]2[cH:8][cH:9][nH:10][c:11]2[cH:12]1.[K+:2].[NH:14]1[CH2:15][CH2:16][C:17](=[O:20])[CH2:18][CH2:19]1.[OH-:1].[OH2:13]>>[F:3][c:4]1[cH:5][cH:6][c:7]2[c:8]([C:17]3=[CH:16][CH2:15][NH:14][CH2:19][CH2:18]3)[cH:9][nH:10][c:11]2[cH:12]1. The reactants are C1(=CC=CC=C1)NN=C1C(N(C2=C(N(C1=O)CCC(C)C)C=CC=C2)C2=CC=CC=C2)=O (1-(3-methylbutyl)-5-phenyl-1H-1,5-benzodiazepine-2,3,4-(5H)-trione 3-(phenylhydrazone)). The reagents and catalysts are [Zn] (Zinc). Run in C(C)(=O)O (acetic acid). Yields the product NC1C(N(C2=C(N(C1=O)CCC(C)C)C=CC=C2)C2=CC=CC=C2)=O (3-Amino-1-(3-methylbutyl)-5-phenyl-1H-1,5-benzodiazepine-2,4-(3H,5H)-dione). Yield: 74.5%. RXN SMILES: C1(N[N:8]=[C:9]2[C:15](=[O:16])[N:14]([CH2:17][CH2:18][CH:19]([CH3:21])[CH3:20])[C:13]3[CH:22]=[CH:23][CH:24]=[CH:25][C:12]=3[N:11]([C:26]3[CH:31]=[CH:30][CH:29]=[CH:28][CH:27]=3)[C:10]2=[O:32])C=CC=CC=1>C(O)(=O)C.[Zn]>[NH2:8][CH:9]1[C:15](=[O:16])[N:14]([CH2:17][CH2:18][CH:19]([CH3:21])[CH3:20])[C:13]2[CH:22]=[CH:23][CH:24]=[CH:25][C:12]=2[N:11]([C:26]2[CH:27]=[CH:28][CH:29]=[CH:30][CH:31]=2)[C:10]1=[O:32]. Reported procedure: Zinc dust (26 g) was added to a suspension of 1-(3-methylbutyl)-5-phenyl-1H-1,5-benzodiazepine-2,3,4-(5H)-trione 3-(phenylhydrazone) (20.2 g) in 97% acetic acid (260 ml) at 23° under nitrogen. After 1 h the mixture was filtered and the filtrate evaporated. The residue was redissolved with DCM (200 ml) and water (100 ml) and the mixture was cautiously neutralised by portionwise addition of solid sodium carbonate. The mixture was extracted with DCM and the combined organic extracts were washed wit...